describe an organic reaction: reactants, conditions, products, and yield From a dataset of the Open Reaction Database (ORD), a public repository of structured organic reaction records. Reactants: [OH-].[Na+] (sodium hydroxide), S(O)(O)(=O)=O (sulfuric acid), Cl.C(C1=CC=CC=C1)N1CCC(CC1)(C#N)O (1-benzyl-4-hydroxy-4-piperidinecarbonitrile hydrochloride), S(O)(O)(=O)=O (sulfuric acid). Run in O (water), O (water). Conditions: time 2 hour. Product: C(C1=CC=CC=C1)N1CCC(CC1)(C(=O)N)O (1-benzyl-4-hydroxy-4-piperidine carboxamide). Yield: 68.8%. Reaction SMILES: S(=O)(=O)(O)O.Cl.[CH2:7]([N:14]1[CH2:19][CH2:18][C:17]([OH:22])([C:20]#[N:21])[CH2:16][CH2:15]1)[C:8]1[CH:13]=[CH:12][CH:11]=[CH:10][CH:9]=1.[OH-:23].[Na+]>O>[CH2:7]([N:14]1[CH2:15][CH2:16][C:17]([OH:22])([C:20]([NH2:21])=[O:23])[CH2:18][CH2:19]1)[C:8]1[CH:9]=[CH:10][CH:11]=[CH:12][CH:13]=1 |f:1.2,3.4|. Procedure details: A mixed solution of 18 ml conc. sulfuric acid and 1.8 ml water was cooled to 0° C., and 5 g of 1-benzyl-4-hydroxy-4-piperidinecarbonitrile hydrochloride was added thereto little by little. A mixed solution of 25 ml conc. sulfuric acid and 2.5 ml water was added thereto, and stirred at room temperature for 2 hr. It was left overnight in a freezer. The reaction solution was poured onto ice, and 47 g of sodium hydroxide was added thereto little by little. It was extracted 3 times with a mixed solve...